From a dataset of the Open Reaction Database (ORD), a public repository of structured organic reaction records. describe an organic reaction: reactants, conditions, products, and yield The reactants are BrCCCCCCBr, [Na+], [OH-], O, OCCCCc1ncccn1. The product is BrCCCCCCOCCCCc1ncccn1. RXN SMILES: [Br:12][CH2:13][CH2:14][CH2:15][CH2:16][CH2:17][CH2:18][Br:19].[Na+:21].[OH-:20].[OH2:22].[n:1]1[c:2]([CH2:7][CH2:8][CH2:9][CH2:10][OH:11])[n:3][cH:4][cH:5][cH:6]1>>[n:1]1[c:2]([CH2:7][CH2:8][CH2:9][CH2:10][O:11][CH2:18][CH2:17][CH2:16][CH2:15][CH2:14][CH2:13][Br:12])[n:3][cH:4][cH:5][cH:6]1. Reactants: C1COCCO1, Cl, [Li+], CCOC(=O)c1cc2cc(NC(=O)C3(c4ccc5c(c4)OCO5)CC3)ccc2[nH]1, [OH-], O. Product: O=C(O)c1cc2cc(NC(=O)C3(c4ccc5c(c4)OCO5)CC3)ccc2[nH]1. RXN SMILES: [CH2:34]1[O:35][CH2:36][CH2:37][O:38][CH2:39]1.[ClH:32].[Li+:31].[O:1]1[CH2:2][O:3][c:4]2[c:5]1[cH:6][cH:7][c:8]([C:10]1([C:13](=[O:14])[NH:15][c:16]3[cH:17][c:18]4[cH:19][c:20]([C:25](=[O:26])[O:27][CH2:28][CH3:29])[nH:21][c:22]4[cH:23][cH:24]3)[CH2:11][CH2:12]1)[cH:9]2.[OH-:30].[OH2:33]>>[O:1]1[CH2:2][O:3][c:4]2[c:5]1[cH:6][cH:7][c:8]([C:10]1([C:13](=[O:14])[NH:15][c:16]3[cH:17][c:18]4[cH:19][c:20]([C:25](=[O:26])[OH:27])[nH:21][c:22]4[cH:23][cH:24]3)[CH2:11][CH2:12]1)[cH:9]2. Reactants: CN(C1=C(CSC2=NC3=CC(=C(C=C3N=C2C)C)C)C=CC=C1)C (2-(2-dimethylaminobenzylthio)-3,6,7-trimethylquinoxaline), ClC1=CC(=CC=C1)C(=O)OO (m-chloroperbenzoic acid), C(=O)(O)[O-].[Na+] (NaHCO3). Run in C(Cl)(Cl)Cl (chloroform), CO (methanol), C(Cl)(Cl)Cl (chloroform). The product is CN(C1=C(CS(=O)C2=NC3=CC(=C(C=C3N=C2C)C)C)C=CC=C1)C (2-(2-dimethylaminobenzylsulfinyl)-3,6,7-trimethylquinoxaline). Isolated yield 28.8%. Reaction SMILES: [CH3:1][N:2]([CH3:24])[C:3]1[CH:23]=[CH:22][CH:21]=[CH:20][C:4]=1[CH2:5][S:6][C:7]1[C:16]([CH3:17])=[N:15][C:14]2[C:9](=[CH:10][C:11]([CH3:19])=[C:12]([CH3:18])[CH:13]=2)[N:8]=1.ClC1C=CC=C(C(OO)=[O:33])C=1.C([O-])(O)=O.[Na+]>C(Cl)(Cl)Cl.CO>[CH3:24][N:2]([CH3:1])[C:3]1[CH:23]=[CH:22][CH:21]=[CH:20][C:4]=1[CH2:5][S:6]([C:7]1[C:16]([CH3:17])=[N:15][C:14]2[C:9](=[CH:10][C:11]([CH3:19])=[C:12]([CH3:18])[CH:13]=2)[N:8]=1)=[O:33] |f:2.3|. Procedure: In a mixture of 35 ml of chloroform and 3 ml of methanol was dissolved 3.71 g of 2-(2-dimethylaminobenzylthio)-3,6,7-trimethylquinoxaline. To the chilled solution kept at a temperature of lower than 0° C. (temperature of solution) was slowly added 2.45 g of m-chloroperbenzoic acid (purity: 80%). After the reaction was complete, chloroform and saturated aqueous NaHCO3 solution were added to the reaction mixture. The organic layer was separated and dried over sodium sulfate. The sodium sulfate was...